Dataset: the Open Reaction Database (ORD), a public repository of structured organic reaction records. Task: describe an organic reaction: reactants, conditions, products, and yield Procedure details: 6-Benzyloxy-4-chloro-7-methoxy-quinoline (525 mg) was dissolved in triethylamine/N,N-dimethylformamide (5 ml/20 ml) to prepare a solution. 20% palladium hydroxide (1.52 g) was added to the solution, and the mixture was stirred at room temperature under a hydrogen gas atmosphere for 6 hr. The reaction solution was filtered, and the solvent was then removed by distillation under the reduced pressure. Water was added to the residue, the mixture was extracted with chloroform, and the chloroform laye... The reagents and catalysts are [OH-].[Pd+2].[OH-] (palladium hydroxide). Yield: 84.1%. Run at time 6 hour. The product is OC=1C=C2C=CC=NC2=CC1OC (6-hydroxy-7-methoxyquinoline). Reactants: C(C1=CC=CC=C1)OC=1C=C2C(=CC=NC2=CC1OC)Cl (6-Benzyloxy-4-chloro-7-methoxy-quinoline). Reaction SMILES: C([O:8][C:9]1[CH:10]=[C:11]2[C:16](=[CH:17][C:18]=1[O:19][CH3:20])[N:15]=[CH:14][CH:13]=[C:12]2Cl)C1C=CC=CC=1>C(N(CC)CC)C.CN(C)C=O.[OH-].[Pd+2].[OH-]>[OH:8][C:9]1[CH:10]=[C:11]2[C:16](=[CH:17][C:18]=1[O:19][CH3:20])[N:15]=[CH:14][CH:13]=[CH:12]2 |f:1.2,3.4.5|. The solvent is C(C)N(CC)CC.CN(C=O)C (triethylamine N,N-dimethylformamide).